From a dataset of the Open Reaction Database (ORD), a public repository of structured organic reaction records. describe an organic reaction: reactants, conditions, products, and yield Procedure details: 4-(Trifluoromethoxy)phenol (15 g), 2-bromoethanol (7.76 g) and triphenylphosphine (22.1 g) were dissolved in tetrahydrofuran (250 ml). Diethyl azodicarboxylate (13.3 ml) was added dropwise to the stirred mixture and stirring was continued for 12 hours. The mixture was concentrated in vacuo to give a yellow oil. The oil was diluted with hexane to precipitate the triphenylphosphine oxide by-product which was removed by filtration. The filtrate was concentrated and purified on silica using 10% ethe... The reactants are N(=NC(=O)OCC)C(=O)OCC (Diethyl azodicarboxylate), FC(OC1=CC=C(C=C1)O)(F)F (4-(Trifluoromethoxy)phenol), BrCCO (2-bromoethanol), C1(=CC=CC=C1)P(C1=CC=CC=C1)C1=CC=CC=C1 (triphenylphosphine). Run at time 12 hour. Yield: 103.7%. The product is BrCCOC1=CC=C(C=C1)OC(F)(F)F (1-(2-Bromoethoxy)-4-(trifluoromethoxy)benzene). Reaction SMILES: [F:1][C:2]([F:12])([F:11])[O:3][C:4]1[CH:9]=[CH:8][C:7]([OH:10])=[CH:6][CH:5]=1.[Br:13][CH2:14][CH2:15]O.C1(P(C2C=CC=CC=2)C2C=CC=CC=2)C=CC=CC=1.N(C(OCC)=O)=NC(OCC)=O>O1CCCC1.CCCCCC>[Br:13][CH2:14][CH2:15][O:10][C:7]1[CH:6]=[CH:5][C:4]([O:3][C:2]([F:11])([F:12])[F:1])=[CH:9][CH:8]=1. Solvent: O1CCCC1 (tetrahydrofuran), CCCCCC (hexane).